From a dataset of the Open Reaction Database (ORD), a public repository of structured organic reaction records. describe an organic reaction: reactants, conditions, products, and yield Starting materials: C(C1=CC=C(C=C1)OC)C(N1C(C(C1OC(C)=O)C=C)=O)CC1=CC=C(C=C1)OC (1-(di-p-anisylmethyl)-3-ethenyl-4-acetoxy-2-azetidinone), mercuric acetate, O1CCCC1 (tetrahydrofuran), Cl (hydrochloric acid), [BH4-].[Na+] (sodium borohydride). The solvent is C(C)OCC (diethyl ether), O (water), [OH-].[Na+] (sodium hydroxide), [OH-].[Na+] (sodium hydroxide). Conditions: time 5.5 minute. Product: C(C1=CC=C(C=C1)OC)C(N1C(C(C1OC(C)=O)C(C)O)=O)CC1=CC=C(C=C1)OC (1-(di-p-anisylmethyl)-3-(1-hydroxyethyl)-4-acetoxy-2-azetidinone). As a reaction SMILES: [CH2:1]([CH:10]([CH2:22][C:23]1[CH:28]=[CH:27][C:26]([O:29][CH3:30])=[CH:25][CH:24]=1)[N:11]1[CH:14]([O:15][C:16](=[O:18])[CH3:17])[CH:13]([CH:19]=[CH2:20])[C:12]1=[O:21])[C:2]1[CH:7]=[CH:6][C:5]([O:8][CH3:9])=[CH:4][CH:3]=1.[BH4-].[Na+].Cl.[O:34]1CCCC1>O.[OH-].[Na+].C(OCC)C>[CH2:22]([CH:10]([CH2:1][C:2]1[CH:7]=[CH:6][C:5]([O:8][CH3:9])=[CH:4][CH:3]=1)[N:11]1[CH:14]([O:15][C:16](=[O:18])[CH3:17])[CH:13]([CH:19]([OH:34])[CH3:20])[C:12]1=[O:21])[C:23]1[CH:28]=[CH:27][C:26]([O:29][CH3:30])=[CH:25][CH:24]=1 |f:1.2,6.7|. Procedure details: A solution of 1-(di-p-anisylmethyl)-3-ethenyl-4-acetoxy-2-azetidinone (3.80 g) and mercuric acetate (3.20 g) in tetrahydrofuran (10 ml) and water (4 ml) was stirred for 1 hour at room temperature. The reaction mixture was treated with 1N sodium hydroxide (9 ml) at 0° C. and then a solution of sodium borohydride (0.4 g) in 1N aqueous sodium hydroxide. After stirring at the same temperature for 5 to 6 minutes, the reaction mixture was neutralized with dilute hydrochloric acid, diluted with diethyl... Starting materials: C(CCC)NC1CC(N(C(C1)(C)C)OC1CCCCC1)(C)C (4-n-butylamino-1-cyclohexyloxy-2,2,6,6-tetramethylpiperidine), N1=C(Cl)N=C(Cl)N=C1Cl (cyanuric chloride), [OH-].[Na+] (sodium hydroxide), O (water). Solvent: C=1(C(=CC=CC1)C)C (xylene), C=1(C(=CC=CC1)C)C (xylene). Reaction conditions: temperature 42.5 celsius. The product is ClC1=NC(=NC(=N1)N(C1CC(N(C(C1)(C)C)OC1CCCCC1)(C)C)CCCC)N(C1CC(N(C(C1)(C)C)OC1CCCCC1)(C)C)CCCC (2-chloro-4,6-bis-[N-(1-cyclohexyloxy-2,2,6,6-tetramethylpiperidin-4-yl)-n-butylamino]-1,3,5-triazine). The yield is 65.2%. Reaction SMILES: [CH2:1]([NH:5][CH:6]1[CH2:11][C:10]([CH3:13])([CH3:12])[N:9]([O:14][CH:15]2[CH2:20][CH2:19][CH2:18][CH2:17][CH2:16]2)[C:8]([CH3:22])([CH3:21])[CH2:7]1)[CH2:2][CH2:3][CH3:4].[N:23]1[C:30](Cl)=[N:29][C:27](Cl)=[N:26][C:24]=1[Cl:25].[OH-:32].[Na+].O>C1(C)C(C)=CC=CC=1>[Cl:25][C:24]1[N:23]=[C:30]([N:5]([CH2:1][CH2:2][CH2:3][CH3:4])[CH:6]2[CH2:7][C:8]([CH3:21])([CH3:22])[N:9]([O:14][CH:15]3[CH2:16][CH2:17][CH2:18][CH2:19][CH2:20]3)[C:10]([CH3:13])([CH3:12])[CH2:11]2)[N:29]=[C:27]([N:5]([CH2:1][CH2:2][CH2:3][CH3:4])[CH:6]2[CH2:7][C:8]([CH3:21])([CH3:22])[N:9]([O:32][CH:20]3[CH2:15][CH2:16][CH2:17][CH2:18][CH2:19]3)[C:10]([CH3:13])([CH3:12])[CH2:11]2)[N:26]=1 |f:2.3|. Reported procedure: A solution of 36.0 g (116 mmol) of 4-n-butylamino-1-cyclohexyloxy-2,2,6,6-tetramethylpiperidine in 100 ml of xylene is added over 20 minutes to a mixture of 10.9 g (59.2 mmol) of cyanuric chloride, 10.0 g of 50% aqueous sodium hydroxide, 10 ml of water, and 50 ml of xylene. The reaction temperature increases from 25 to 60° C. during the addition and is then maintained at 65°-70° C. for six hours. The phases are separated, and the organic phase is dried over magnesium sulfate and concentrated. Th...